From a dataset of the Open Reaction Database (ORD), a public repository of structured organic reaction records. describe an organic reaction: reactants, conditions, products, and yield Reactants: ClC1=NC(=CN=C1)N1N=C(C=C1C)C (2-chloro-6-(3,5-dimethyl-pyrazol-1-yl)-pyrazine), C(C)OC=O (Ethylformate), CC1(NC(CCC1)(C)C)C (2,2,6,6-Tetramethylpiperidine), C(CCC)[Li] (n-butyllithium). The solvent is O1CCCC1 (tetrahydrofuran), O1CCCC1 (tetrahydrofuran). Reaction conditions: time 15 minute. The product is ClC=1C(=NC=C(N1)N1N=C(C=C1C)C)C=O (3-chloro-5-(3,5-dimethyl-pyrazol-1-yl)-pyrazine-2-carbaldehyde), ClC=1N=C(C(=NC1)C=O)N1N=C(C=C1C)C (5-chloro-3-(3,5-dimethyl-pyrazol-1-yl)-pyrazine-2-carbaldehyde). Yield: 3.0%. As a reaction SMILES: CC1(C)CCCC(C)(C)N1.C([Li])CCC.[Cl:16][C:17]1[CH:22]=[N:21][CH:20]=[C:19]([N:23]2[C:27]([CH3:28])=[CH:26][C:25]([CH3:29])=[N:24]2)[N:18]=1.[CH2:30]([O:32]C=O)[CH3:31]>O1CCCC1>[Cl:16][C:17]1[C:22]([CH:30]=[O:32])=[N:21][CH:20]=[C:19]([N:23]2[C:27]([CH3:28])=[CH:26][C:25]([CH3:29])=[N:24]2)[N:18]=1.[Cl:16][C:17]1[N:18]=[C:19]([N:23]2[C:27]([CH3:28])=[CH:26][C:25]([CH3:29])=[N:24]2)[C:31]([CH:30]=[O:32])=[N:21][CH:22]=1. Reported procedure: 2,2,6,6-Tetramethylpiperidine (20.3 mL, 117 mmol) was added to a solution of n-butyllithium (2.5 M in hexanes, 46 mL, 115 mmol) in dry tetrahydrofuran (1.1 L) at −30° C. The mixture was warmed to room temperature and stirred for 15 minutes. After cooling to −78° C. 2-chloro-6-(3,5-dimethyl-pyrazol-1-yl)-pyrazine (20 g, 96 mmol) in dry tetrahydrofuran (15 mL) was added and the mixture was stirred at −78° C. for 1 h. Ethylformate (12 mL, 143 mmol) was added and the mixture stirred for an additiona... As a reaction SMILES: [C:33](=[O:34])([O-:35])[OH:36].[CH2:1]([CH:2]=[CH2:3])[O:4][C:5](=[O:6])[N:7]([CH2:8][c:9]1[cH:10][cH:11][cH:12][cH:13][cH:14]1)[CH2:15][CH:16]([C:17]#[C:18][Si:19]([CH3:20])([CH3:21])[CH3:22])[OH:23].[Hg+2:48].[Na+:37].[O:28]1[CH2:29][CH2:30][CH2:31][CH2:32]1.[OH:24][CH2:25][CH2:26][OH:27].[S:38](=[O:39])(=[O:40])([OH:41])[OH:42].[S:43]([O-:44])([O-:45])(=[O:46])=[O:47]>>[CH2:1]([CH:2]=[CH2:3])[O:4][C:5](=[O:6])[N:7]([CH2:8][c:9]1[cH:10][cH:11][cH:12][cH:13][cH:14]1)[CH2:15][CH:16]([C:17]1([CH3:18])[O:24][CH2:25][CH2:26][O:27]1)[OH:23]. Reactants: O=C([O-])O, C=CCOC(=O)N(Cc1ccccc1)CC(O)C#C[Si](C)(C)C, [Hg+2], [Na+], C1CCOC1, OCCO, O=S(=O)(O)O, O=S(=O)([O-])[O-]. Product: C=CCOC(=O)N(Cc1ccccc1)CC(O)C1(C)OCCO1. Starting materials: ClC1=C(C=O)C=CC=C1Cl (2,3-Dichlorobenzaldehyde), FCC(CC(=O)OC)=O (methyl 4-fluoro-3-oxobutanoate), NC(=CC(=O)OC(C)C)C (1-methylethyl 3-amino-2-butenoate). The solvent is C(C)(=O)OCC (ethyl acetate). Conditions: time 2.5 hour. The product is ClC1=C(C=CC=C1Cl)C1C(=C(NC(=C1C(=O)OC(C)C)C)CF)C(=O)OC (3-(Methyl) 5-(1-methylethyl) 4-(2,3-dichlorophenyl)-2-(fluoromethyl)-1,4-dihydro-6-methyl-3,5-pyridinedicarboxylate). The yield is 38.4%. As a reaction SMILES: [Cl:1][C:2]1[C:9]([Cl:10])=[CH:8][CH:7]=[CH:6][C:3]=1[CH:4]=O.[F:11][CH2:12][C:13](=O)[CH2:14][C:15]([O:17][CH3:18])=[O:16].[NH2:20][C:21]([CH3:29])=[CH:22][C:23]([O:25][CH:26]([CH3:28])[CH3:27])=[O:24]>C(OCC)(=O)C>[Cl:1][C:2]1[C:9]([Cl:10])=[CH:8][CH:7]=[CH:6][C:3]=1[CH:4]1[C:22]([C:23]([O:25][CH:26]([CH3:28])[CH3:27])=[O:24])=[C:21]([CH3:29])[NH:20][C:13]([CH2:12][F:11])=[C:14]1[C:15]([O:17][CH3:18])=[O:16]. Procedure: 2,3-Dichlorobenzaldehyde (1.75 g, 10 mmoles), methyl 4-fluoro-3-oxobutanoate (1.34 g, 10 mmoles) and 1-methylethyl 3-amino-2-butenoate (1.43 g, 10 mmoles) were heated with stirring at 90° for 2.5 hours. The reaction mixture was dissolved in ethyl acetate and chromatographed on silica eluting with petroleum ether (60°-80°)/ethyl acetate mixtures. Pure fractions were combined and evaporated to dryness. The title compound (1.6 g) was obtained by crystallisation from 2-propanol. mp 148°-9°.